This data is from the Open Reaction Database (ORD), a public repository of structured organic reaction records. The task is: describe an organic reaction: reactants, conditions, products, and yield Reactants: FC(C1=C(CN2CCC(CC2)C=O)C=CC(=C1)C(F)(F)F)(F)F (1-[2,4-bis(trifluoromethyl)benzyl]piperidine-4-carbaldehyde), O=C1SCC(=N1)N[C@H](CO)C(=O)N(C)C (N2-(2-oxo-2,5-dihydro-1,3-thiazol-4-yl)-N,N-dimethyl-D-serinamide), C(C)(=O)[O-].[NH2+]1CCCCC1 (piperidinium acetate). Run in CC(C)O (2-propanol). Run at temperature 80 celsius, time 8 hour. Product: FC(C1=C(CN2CCC(CC2)\C=C/2\C(=NC(S2)=O)N[C@H](CO)C(=O)N(C)C)C=CC(=C1)C(F)(F)F)(F)F (N2-[(5Z)-5-({1-[2,4-bis(trifluoromethyl)benzyl]piperidin-4-yl}methylidene)-2-oxo-2,5-dihydro-1,3-thiazol-4-yl]-N,N-dimethyl-D-serinamide). The yield is 30.3%. As a reaction SMILES: [F:1][C:2]([F:23])([F:22])[C:3]1[CH:17]=[C:16]([C:18]([F:21])([F:20])[F:19])[CH:15]=[CH:14][C:4]=1[CH2:5][N:6]1[CH2:11][CH2:10][CH:9]([CH:12]=O)[CH2:8][CH2:7]1.[O:24]=[C:25]1[N:29]=[C:28]([NH:30][C@@H:31]([C:34]([N:36]([CH3:38])[CH3:37])=[O:35])[CH2:32][OH:33])[CH2:27][S:26]1.C([O-])(=O)C.[NH2+]1CCCCC1>CC(O)C>[F:23][C:2]([F:1])([F:22])[C:3]1[CH:17]=[C:16]([C:18]([F:21])([F:20])[F:19])[CH:15]=[CH:14][C:4]=1[CH2:5][N:6]1[CH2:11][CH2:10][CH:9](/[CH:12]=[C:27]2/[C:28]([NH:30][C@@H:31]([C:34]([N:36]([CH3:38])[CH3:37])=[O:35])[CH2:32][OH:33])=[N:29][C:25](=[O:24])[S:26]/2)[CH2:8][CH2:7]1 |f:2.3|. Procedure details: To a solution of 1-[2,4-bis(trifluoromethyl)benzyl]piperidine-4-carbaldehyde (753 mg) in 2-propanol (10 mL) were added N2-(2-oxo-2,5-dihydro-1,3-thiazol-4-yl)-N,N-dimethyl-D-serinamide (770 mg) and piperidinium acetate (329 mg). The reaction mixture was stirred at 80° C. overnight, and the solvent was evaporated under reduced pressure. The residue was purified by silica gel column chromatography (methanol/ethyl acetate) and silica gel column chromatography (NH, methanol/ethyl acetate) to give th... Reactants: N#CCBr, CC#N, CC(C)(C)OC(=O)N1CCCC(C(O)c2cc(F)cc(Cl)c2)C1, [H-], [Na+]. Yields the product CC(C)(C)OC(=O)N1CCCC(C(OCC#N)c2cc(F)cc(Cl)c2)C1. RXN SMILES: [Br:26][CH2:27][C:28]#[N:29].[CH3:30][C:31]#[N:32].[Cl:1][c:2]1[cH:3][c:4]([CH:9]([CH:10]2[CH2:11][N:12]([C:16](=[O:17])[O:18][C:19]([CH3:20])([CH3:21])[CH3:22])[CH2:13][CH2:14][CH2:15]2)[OH:23])[cH:5][c:6]([F:8])[cH:7]1.[H-:25].[Na+:24]>>[Cl:1][c:2]1[cH:3][c:4]([CH:9]([CH:10]2[CH2:11][N:12]([C:16](=[O:17])[O:18][C:19]([CH3:20])([CH3:21])[CH3:22])[CH2:13][CH2:14][CH2:15]2)[O:23][CH2:27][C:28]#[N:29])[cH:5][c:6]([F:8])[cH:7]1. The reactants are CC(C)(C)C(=O)CBr, O=C([O-])[O-], CN(C)C=O, CCOC(C)=O, [K+], [K+], CCCc1c(Cc2ccc(-c3ccccc3C#N)cc2)c(=O)[nH]c2ncnn12. Yields the product CCCc1c(Cc2ccc(-c3ccccc3C#N)cc2)c(=O)n(CC(=O)C(C)(C)C)c2ncnn12. As a reaction SMILES: [Br:29][CH2:30][C:31]([C:32]([CH3:33])([CH3:34])[CH3:35])=[O:36].[C:37](=[O:38])([O-:39])[O-:40].[CH3:43][N:44]([CH3:45])[CH:46]=[O:47].[CH3:48][CH2:49][O:50][C:51](=[O:52])[CH3:53].[K+:41].[K+:42].[O:1]=[c:2]1[nH:3][c:4]2[n:5]([c:6]([CH2:23][CH2:24][CH3:25])[c:7]1[CH2:8][c:9]1[cH:10][cH:11][c:12](-[c:15]3[c:16]([C:21]#[N:22])[cH:17][cH:18][cH:19][cH:20]3)[cH:13][cH:14]1)[n:26][cH:27][n:28]2>>[O:1]=[c:2]1[n:3]([CH2:30][C:31]([C:32]([CH3:33])([CH3:34])[CH3:35])=[O:36])[c:4]2[n:5]([c:6]([CH2:23][CH2:24][CH3:25])[c:7]1[CH2:8][c:9]1[cH:10][cH:11][c:12](-[c:15]3[c:16]([C:21]#[N:22])[cH:17][cH:18][cH:19][cH:20]3)[cH:13][cH:14]1)[n:26][cH:27][n:28]2.